From a dataset of the Open Reaction Database (ORD), a public repository of structured organic reaction records. describe an organic reaction: reactants, conditions, products, and yield Reactants: ClC=1N=CC2=C(N(CC(C(N2C)=O)(F)F)C2C(C2)C2=CC=CC=C2)N1 (2-chloro-7,7-difluoro-5-methyl-9-(2-phenyl-cyclopropyl)-5,7,8,9-tetrahydro-pyrimido[4,5-b][1,4]diazepin-6-one), NC1=C(C=C(C(=O)O)C=C1)OC (4-amino-3-methoxy-benzoic acid). Run in C(C)O.O.Cl (ethanol water hydrochloric acid). Product: FC1(C(N(C2=C(N(C1)[C@H]1[C@@H](C1)C1=CC=CC=C1)N=C(N=C2)NC2=C(C=C(C(=O)O)C=C2)OC)C)=O)F (4-[7,7-difluoro-5-methyl-6-oxo-9-(trans-2-phenyl-cyclopropyl)-6,7,8,9-tetrahydro-5H-pyrimido[4,5-b][1,4]diazepin-2-ylamino]-3-methoxy-benzoic acid). Isolated yield 69.9%. RXN SMILES: Cl[C:2]1[N:3]=[CH:4][C:5]2[N:11]([CH3:12])[C:10](=[O:13])[C:9]([F:15])([F:14])[CH2:8][N:7]([CH:16]3[CH2:18][CH:17]3[C:19]3[CH:24]=[CH:23][CH:22]=[CH:21][CH:20]=3)[C:6]=2[N:25]=1.[NH2:26][C:27]1[CH:35]=[CH:34][C:30]([C:31]([OH:33])=[O:32])=[CH:29][C:28]=1[O:36][CH3:37]>C(O)C.O.Cl>[F:14][C:9]1([F:15])[CH2:8][N:7]([C@@H:16]2[CH2:18][C@H:17]2[C:19]2[CH:24]=[CH:23][CH:22]=[CH:21][CH:20]=2)[C:6]2[N:25]=[C:2]([NH:26][C:27]3[CH:35]=[CH:34][C:30]([C:31]([OH:33])=[O:32])=[CH:29][C:28]=3[O:36][CH3:37])[N:3]=[CH:4][C:5]=2[N:11]([CH3:12])[C:10]1=[O:13] |f:2.3.4|. Procedure details: A mixture of 1.0 g (0.0028 mole) of 2-chloro-7,7-difluoro-5-methyl-9-(2-phenyl-cyclopropyl)-5,7,8,9-tetrahydro-pyrimido[4,5-b][1,4]diazepin-6-one (VII-287) and 0.55 g (0.0034 mole) of 4-amino-3-methoxy-benzoic acid in 6.4 mL of ethanol-water-hydrochloric acid (20:80:1) was refluxed for 18 hours, then cooled and partially concentrated under reduced pressure. The resulting solid was collected by filtration, washed with water and dried to give 0.97 g of 4-[7,7-difluoro-5-methyl-6-oxo-9-(trans-2-phe... The reactants are C(C)(C)(C)OC(=O)N1[C@@H](C[C@H](C1)O)[C@@H](CCN(C)C(=O)OC(C)(C)C)O ((2S,4R)-N-tert-butoxycarbonyl-2-[(R)-3-(N-tert-butoxycarbonyl-N-methylamino)-1-hydroxypropyl]-4-hydroxypyrrolidine), C(C)(=S)O (thioacetic acid), C1(=CC=CC=C1)P(C1=CC=CC=C1)C1=CC=CC=C1 (triphenylphosphine), N(=NC(=O)OCC)C(=O)OCC (diethyl azodicarboxylate). The solvent is O1CCCC1 (tetrahydrofuran). Run at time 10 minute. Product: C(C)(C)(C)OC(=O)N1[C@@H](C[C@H](C1)SC(C)=O)[C@@H](CCN(C)C(=O)OC(C)(C)C)O ((2S,4R)-N-tert-butoxycarbonyl-4-acetylthio-2-[(R)-3-(N-tert-butoxycarbonyl-N-methylamino)-1-hydroxypropyl]pyrrolidine). Isolated yield 680.3%. As a reaction SMILES: [C:1]([O:5][C:6]([N:8]1[CH2:12][C@H:11](O)[CH2:10][C@H:9]1[C@H:14]([OH:26])[CH2:15][CH2:16][N:17]([C:19]([O:21][C:22]([CH3:25])([CH3:24])[CH3:23])=[O:20])[CH3:18])=[O:7])([CH3:4])([CH3:3])[CH3:2].C1(P(C2C=CC=CC=2)C2C=CC=CC=2)C=CC=CC=1.N(C(OCC)=O)=NC(OCC)=O.[C:58]([OH:61])(=[S:60])[CH3:59]>O1CCCC1>[C:1]([O:5][C:6]([N:8]1[CH2:12][C@H:11]([S:60][C:58](=[O:61])[CH3:59])[CH2:10][C@H:9]1[C@H:14]([OH:26])[CH2:15][CH2:16][N:17]([C:19]([O:21][C:22]([CH3:23])([CH3:25])[CH3:24])=[O:20])[CH3:18])=[O:7])([CH3:3])([CH3:4])[CH3:2]. Reported procedure: To a solution of (2S,4R)-N-tert-butoxycarbonyl-2-[(R)-3-(N-tert-butoxycarbonyl-N-methylamino)-1-hydroxypropyl]-4-hydroxypyrrolidine (1.0 g, 2.67 mmol, intermediate prepared in REFERENCE EXAMPLE 27-2) in tetrahydrofuran (10 ml) were successively added triphenylphosphine (842 mg, 3.21 mmol) and diethyl azodicarboxylate (0.505 ml, 3.21 mmol) under a nitrogen atmosphere under cooling with ice. The mixture was stirred at the same temperature for 10 minutes, and then thioacetic acid (0.25 ml, 0.35 mmo... Reactants: C1CCOC1, CCN, Cc1cc(F)c(C(=O)NC2CC2)cc1-n1ccnc(NC2(c3ccccc3OCCCl)CC2)c1=O, C1COCCO1. Product: CCNCCOc1ccccc1C1(Nc2nccn(-c3cc(C(=O)NC4CC4)c(F)cc3C)c2=O)CC1. Reaction SMILES: [CH2:45]1[O:46][CH2:47][CH2:48][CH2:49]1.[CH3:1][CH2:2][NH2:3].[Cl:4][CH2:5][CH2:6][O:7][c:8]1[c:9]([C:14]2([NH:17][c:18]3[c:19](=[O:38])[n:20](-[c:24]4[c:25]([CH3:37])[cH:26][c:27]([F:36])[c:28]([C:29](=[O:30])[NH:31][CH:32]5[CH2:33][CH2:34]5)[cH:35]4)[cH:21][cH:22][n:23]3)[CH2:15][CH2:16]2)[cH:10][cH:11][cH:12][cH:13]1.[O:39]1[CH2:40][CH2:41][O:42][CH2:43][CH2:44]1>>[CH3:1][CH2:2][NH:3][CH2:5][CH2:6][O:7][c:8]1[c:9]([C:14]2([NH:17][c:18]3[c:19](=[O:38])[n:20](-[c:24]4[c:25]([CH3:37])[cH:26][c:27]([F:36])[c:28]([C:29](=[O:30])[NH:31][CH:32]5[CH2:33][CH2:34]5)[cH:35]4)[cH:21][cH:22][n:23]3)[CH2:15][CH2:16]2)[cH:10][cH:11][cH:12][cH:13]1.